From a dataset of the Open Reaction Database (ORD), a public repository of structured organic reaction records. describe an organic reaction: reactants, conditions, products, and yield The reactants are C1CCOC1, CN(C)CCCl, CCCCCC, Cl, CNC(=O)Cc1ccccc1. The product is CNC(=O)C(CCN(C)C)c1ccccc1. As a reaction SMILES: [CH2:19]1[O:20][CH2:21][CH2:22][CH2:23]1.[CH3:12][N:13]([CH2:14][CH2:15][Cl:16])[CH3:17].[CH3:24][CH2:25][CH2:26][CH2:27][CH2:28][CH3:29].[ClH:18].[c:1]1([CH2:7][C:8](=[O:9])[NH:10][CH3:11])[cH:2][cH:3][cH:4][cH:5][cH:6]1>>[c:1]1([CH:7]([C:8](=[O:9])[NH:10][CH3:11])[CH2:15][CH2:14][N:13]([CH3:12])[CH3:17])[cH:2][cH:3][cH:4][cH:5][cH:6]1. Starting materials: BrC=1C(=NC=C(C(=O)N(C)OC)C1)O (5-bromo-6-hydroxy-N-methoxy-N-methyl-nicotinamide), C(C)I (ethyl iodide). Reagents/catalysts: C([O-])([O-])=O.[Ag+2] (silver carbonate). The solvent is C(Cl)Cl (DCM), C(Cl)Cl (DCM). Run at time 40 hour. Yields the product BrC=1C(=NC=C(C(=O)N(C)OC)C1)OCC (5-Bromo-6-ethoxy-N-methoxy-N-methyl-nicotinamide). Isolated yield 30.0%. As a reaction SMILES: [Br:1][C:2]1[C:3]([OH:14])=[N:4][CH:5]=[C:6]([CH:13]=1)[C:7]([N:9]([O:11][CH3:12])[CH3:10])=[O:8].[CH2:15](I)[CH3:16]>C(Cl)Cl.C(=O)([O-])[O-].[Ag+2]>[Br:1][C:2]1[C:3]([O:14][CH2:15][CH3:16])=[N:4][CH:5]=[C:6]([CH:13]=1)[C:7]([N:9]([O:11][CH3:12])[CH3:10])=[O:8] |f:3.4|. Procedure: A mixture of 5-bromo-6-hydroxy-N-methoxy-N-methyl-nicotinamide (Preparation 239, 1.80 g, 6.90 mmol), ethyl iodide (2.8 mL, 34.5 mmol) and silver carbonate (3.8 g, 13.8 mmol) in DCM (10 mL) was stirred at room temperature for 40 hours. The reaction mixture was diluted with DCM (50 mL), washed with water (2×30 mL), brine (20 mL), dried (Na2SO4) and evaporated in vacuo. The crude material was purified by column chromatography on silica gel (EtOAc:petroleum ether 2:5) to afford the title compound as... Starting materials: COCCBr, CC(C)n1ncnc1-c1nc2c(s1)CCOc1ccc(-c3ccc[nH]c3=O)cc1-2, [Cs+], [F-], CN(C)C=O. The product is COCCn1cccc(-c2ccc3c(c2)-c2nc(-c4ncnn4C(C)C)sc2CCO3)c1=O. As a reaction SMILES: [Br:30][CH2:31][CH2:32][O:33][CH3:34].[CH:1]([CH3:2])([CH3:3])[n:4]1[n:5][cH:6][n:7][c:8]1-[c:9]1[s:10][c:11]2[c:17]([n:18]1)-[c:16]1[c:15]([cH:22][cH:21][c:20](-[c:23]3[c:24](=[O:29])[nH:25][cH:26][cH:27][cH:28]3)[cH:19]1)[O:14][CH2:13][CH2:12]2.[Cs+:36].[F-:35].[O:37]=[CH:38][N:39]([CH3:40])[CH3:41]>>[CH:1]([CH3:2])([CH3:3])[n:4]1[n:5][cH:6][n:7][c:8]1-[c:9]1[s:10][c:11]2[c:17]([n:18]1)-[c:16]1[c:15]([cH:22][cH:21][c:20](-[c:23]3[c:24](=[O:29])[n:25]([CH2:31][CH2:32][O:33][CH3:34])[cH:26][cH:27][cH:28]3)[cH:19]1)[O:14][CH2:13][CH2:12]2. Reaction SMILES: [B-:29]([F:30])([F:31])([F:32])[F:33].[C:1]([CH3:2])([CH3:3])([CH3:4])[O:5][C:6](=[O:7])[NH:8][CH:9]([C:10](=[O:11])[OH:12])[CH2:13][c:14]1[cH:15][cH:16][c:17]([I:20])[cH:18][cH:19]1.[CH2:21]([N:23]1[CH2:22][CH2:24][O:25][CH2:26][CH2:27]1)[CH3:28].[NH3:51].[O:52]=[CH:53][N:54]([CH3:55])[CH3:56].[OH2:57].[n:34]1([O:35][C:36]([N:37]([CH3:38])[CH3:39])=[N+:40]([CH3:41])[CH3:42])[c:43]2[cH:44][cH:45][cH:46][cH:47][c:48]2[n:49][n:50]1>>[C:1]([CH3:2])([CH3:3])([CH3:4])[O:5][C:6](=[O:7])[NH:8][CH:9]([C:10](=[O:11])[NH2:23])[CH2:13][c:14]1[cH:15][cH:16][c:17]([I:20])[cH:18][cH:19]1. Reactants: F[B-](F)(F)F, CC(C)(C)OC(=O)NC(Cc1ccc(I)cc1)C(=O)O, CCN1CCOCC1, N, CN(C)C=O, O, CN(C)C(On1nnc2ccccc21)=[N+](C)C. Yields the product CC(C)(C)OC(=O)NC(Cc1ccc(I)cc1)C(N)=O. Reactants: ClC=1C(=CC(=C(C1)S(=O)(=O)NC=1C=CC(=C2C=CC=NC12)Cl)[N+](=O)[O-])F (5-chloro-N-(5-chloro-quinolin-8-yl)-4-fluoro-2-nitro-benzenesulfonamide), ClC=1C(=CC(=C(C1)S(=O)(=O)NC=1C=CC(=C2C=CC=NC12)Cl)[N+](=O)[O-])F (5-chloro-N-(5-chloro-quinolin-8-yl)-4-fluoro-2-nitro-benzenesulfonamide), Cl[Sn]Cl (SnCl2). The reagents and catalysts are Cl (HCl). Solvent: CCO (EtOH). Product: NC1=C(C=C(C(=C1)F)Cl)S(=O)(=O)NC=1C=CC(=C2C=CC=NC12)Cl (2-Amino-5-chloro-N-(5-chloro-quinolin-8-yl)-4-fluoro-benzenesulfonamide). Yield: 7.8%. As a reaction SMILES: [Cl:1][C:2]1[C:3]([F:26])=[CH:4][C:5]([N+:23]([O-])=O)=[C:6]([S:8]([NH:11][C:12]2[CH:13]=[CH:14][C:15]([Cl:22])=[C:16]3[C:21]=2[N:20]=[CH:19][CH:18]=[CH:17]3)(=[O:10])=[O:9])[CH:7]=1.Cl[Sn]Cl>Cl.CCO>[NH2:23][C:5]1[CH:4]=[C:3]([F:26])[C:2]([Cl:1])=[CH:7][C:6]=1[S:8]([NH:11][C:12]1[CH:13]=[CH:14][C:15]([Cl:22])=[C:16]2[C:21]=1[N:20]=[CH:19][CH:18]=[CH:17]2)(=[O:9])=[O:10]. Procedure details: In a similar fashion using route 1 general procedure 4, 5-chloro-N-(5-chloro-quinolin-8-yl)-4-fluoro-2-nitro-benzenesulfonamide (Intermediate 285) (210 mg, 5.0 mmol), SnCl2 (382 mg, 2.0 mmol), 6N HCl (4 drops) and EtOH (5 ml) for 30 h at 90° C. gave the title compound (150 mg, 77%) after purification by column chromatography with DCM as the eluent.